This data is from the Open Reaction Database (ORD), a public repository of structured organic reaction records. The task is: describe an organic reaction: reactants, conditions, products, and yield The reactants are COC1=CC2=C(C=C1OC)C1=C(CN(CC1)CC(C)=O)C(O2)=O (1,2,3,4-tetrahydro-8,9-dimethoxy-3-(2-oxopropyl)-5H-[1]benzopyrano[3,4-c]pyridin-5-one), Br (hydrobromic acid). Yields the product Br.OC1=CC2=C(C=C1O)C1=C(CN(CC1)CC(C)=O)C(O2)=O (1,2,3,4-Tetrahydro-8,9-dihydroxy-3-(2-oxopropyl)-5H-[1]benzopyrano[3,4-c]pyridin-5-one hydrobromide). As a reaction SMILES: C[O:2][C:3]1[C:8]([O:9]C)=[CH:7][C:6]2[C:11]3[CH2:16][CH2:15][N:14]([CH2:17][C:18](=[O:20])[CH3:19])[CH2:13][C:12]=3[C:21](=[O:23])[O:22][C:5]=2[CH:4]=1.[BrH:24]>>[BrH:24].[OH:2][C:3]1[C:8]([OH:9])=[CH:7][C:6]2[C:11]3[CH2:16][CH2:15][N:14]([CH2:17][C:18](=[O:20])[CH3:19])[CH2:13][C:12]=3[C:21](=[O:23])[O:22][C:5]=2[CH:4]=1 |f:2.3|. Reported procedure: A solution of 1,2,3,4-tetrahydro-8,9-dimethoxy-3-(2-oxopropyl)-5H-[1]benzopyrano[3,4-c]pyridin-5-one (5.0 g, 0.016 moles) in 40 ml of 48% aqueous hydrobromic acid is stirred at reflux for 16 hours. The mixture is cooled, and the precipitated product is filtered and washed several times with cold acetone. The product (5.7 g, mp 280° C. dec.) is used as an intermediate without additional purification. The reactants are OC1=C(C=NC=2N1N=CN2)C(=O)OCC (Ethyl 7-hydroxy-1,2,4-triazolo [1,5-a]pyrimidine-6-carboxylate), C([O-])([O-])=O.[K+].[K+] (potassium carbonate), C(C)I (ethyl iodide), CN(C=O)C (dimethylformamide). Solvent: CN(C)P(=O)(N(C)C)N(C)C (hexamethylphosphorotriamide). Yields the product C(C)N1C=2N(C(C(=C1)C(=O)OCC)=O)N=CN2 (Ethyl 4,7-dihydro-4-ethyl-7-oxo-1,2,4-triazolo[1,5-a]-pyrimidine-6-carboxylate). Yield: 37.9%. As a reaction SMILES: [OH:1][C:2]1[N:7]2[N:8]=[CH:9][N:10]=[C:6]2[N:5]=[CH:4][C:3]=1[C:11]([O:13][CH2:14][CH3:15])=[O:12].C(=O)([O-])[O-].[K+].[K+].[CH2:22](I)[CH3:23].CN(C)C=O>CN(P(N(C)C)(N(C)C)=O)C>[CH2:22]([N:5]1[CH:4]=[C:3]([C:11]([O:13][CH2:14][CH3:15])=[O:12])[C:2](=[O:1])[N:7]2[N:8]=[CH:9][N:10]=[C:6]12)[CH3:23] |f:1.2.3|. Reported procedure: Ethyl 7-hydroxy-1,2,4-triazolo [1,5-a]pyrimidine-6-carboxylate (10.4g, 50mM), potassium carbonate (7.0g, 50mM), ethyl iodide (8.0ml, 15mM), dry dimethylformamide (80ml) and hexamethylphosphorotriamide (80ml) was heated at 80° C for 4 hours. The resulting mixture was evaporated in vacuo and water added (100ml). The solution was washed with ether (5 × 100ml) then extracted with ethyl acetate (10 × 100ml). The ethyl acetate extracts were dried over magnesium sulphate, filtered and evaporated in vac... Reactants: COc1ccc(C2CCOCC2)c2oc(NC(=O)c3ccnc(Br)c3)nc12, O=C([O-])[O-], Cc1cc(C(C)(C)C)c(O)c(C(C)(C)C)c1, C1COCCN1, CN1CCCC1=O, [Cs+], [Cs+]. Yields the product COc1ccc(C2CCOCC2)c2oc(NC(=O)c3ccnc(N4CCOCC4)c3)nc12. Reaction SMILES: [Br:1][c:2]1[cH:3][c:4]([C:5](=[O:6])[NH:7][c:8]2[o:9][c:10]3[c:11]([n:12]2)[c:13]([O:23][CH3:24])[cH:14][cH:15][c:16]3[CH:17]2[CH2:18][CH2:19][O:20][CH2:21][CH2:22]2)[cH:25][cH:26][n:27]1.[C:28](=[O:29])([O-:30])[O-:31].[C:34]([c:35]1[c:36]([OH:37])[c:38]([C:39]([CH3:40])([CH3:41])[CH3:42])[cH:43][c:44]([CH3:45])[cH:46]1)([CH3:47])([CH3:48])[CH3:49].[CH2:50]1[CH2:51][O:52][CH2:53][CH2:54][NH:55]1.[CH3:56][N:57]1[CH2:58][CH2:59][CH2:60][C:61]1=[O:62].[Cs+:32].[Cs+:33]>>[c:2]1([N:55]2[CH2:50][CH2:51][O:52][CH2:53][CH2:54]2)[cH:3][c:4]([C:5](=[O:6])[NH:7][c:8]2[o:9][c:10]3[c:11]([n:12]2)[c:13]([O:23][CH3:24])[cH:14][cH:15][c:16]3[CH:17]2[CH2:18][CH2:19][O:20][CH2:21][CH2:22]2)[cH:25][cH:26][n:27]1. Starting materials: C(=O)N1CCOCC1 (N-formylmorpholine), C(=O)(Cl)Cl (phosgene). The product is [Cl-].ClC=[N+]1CCOCC1 (N-(chloromethylene)-morpholinium chloride). The yield is 65.1%. As a reaction SMILES: C([N:3]1[CH2:8][CH2:7][O:6][CH2:5][CH2:4]1)=O.[C:9]([Cl:12])([Cl:11])=O>>[Cl-:11].[Cl:12][CH:9]=[N+:3]1[CH2:8][CH2:7][O:6][CH2:5][CH2:4]1 |f:2.3|. Procedure: Utilizing a procedure similar that used in Preparation 1, but beginning with N-formylmorpholine (346 gm, 3.01 mol) and phosgene (301 gm, 3.05 mol), a 65% yield (333 gm, 1.96 mol) of N-(chloromethylene)-morpholinium chloride is obtained. Reactants: BrC=1C=CC2=C(C=3N=C(SC3CCO2)C=2N(N=CN2)C(C)C)C1 (9-Bromo-2-(2-isopropyl-2H-[1,2,4]triazol-3-yl)-4,5-dihydro-6-oxa-3-thia-1-aza-benzo[e]azulene), FC1=CC=C(C=N1)B(O)O (6-fluoropyridin-3-ylboronic acid). The product is FC1=CC=C(C=N1)C=1C=CC2=C(C=3N=C(SC3CCO2)C=2N(N=CN2)C(C)C)C1 (9-(6-Fluoro-pyridin-3-yl)-2-(2-isopropyl-2H-[1,2,4]triazol-3-yl)-4,5-dihydro-6-oxa-3-thia-1-aza-benzo[e]azulene). The yield is 30.0%. Reaction SMILES: Br[C:2]1[CH:3]=[CH:4][C:5]2[O:14][CH2:13][CH2:12][C:11]3[S:10][C:9]([C:15]4[N:16]([CH:20]([CH3:22])[CH3:21])[N:17]=[CH:18][N:19]=4)=[N:8][C:7]=3[C:6]=2[CH:23]=1.[F:24][C:25]1[N:30]=[CH:29][C:28](B(O)O)=[CH:27][CH:26]=1>>[F:24][C:25]1[N:30]=[CH:29][C:28]([C:2]2[CH:3]=[CH:4][C:5]3[O:14][CH2:13][CH2:12][C:11]4[S:10][C:9]([C:15]5[N:16]([CH:20]([CH3:22])[CH3:21])[N:17]=[CH:18][N:19]=5)=[N:8][C:7]=4[C:6]=3[CH:23]=2)=[CH:27][CH:26]=1. Procedure details: Following the procedure for 128, 9-Bromo-2-(2-isopropyl-2H-[1,2,4]triazol-3-yl)-4,5-dihydro-6-oxa-3-thia-1-aza-benzo[e]azulene from Example 6 and 6-fluoropyridin-3-ylboronic acid were reacted to give 495 (0.346 g, 30%). 1H NMR (500 MHz, DMSO) δ 8.68 (d, J=2.3, 1H), 8.55 (s, 1H), 8.28 (td, J=8.3, 2.5, 1H), 8.13 (s, 1H), 7.68 (dd, J=8.4, 2.3, 1H), 7.35 (dd, J=8.6, 2.7, 1H), 7.22 (d, J=8.4, 1H), 5.77 (dt, J=13.1, 6.6, 1H), 4.43 (t, J=4.9, 2H), 3.49 (t, J=4.9, 2H), 1.51 (dd, J=54.9, 6.6, 6H). MS (ES... Starting materials: C(C)(C)(C)OC(=O)N1CC(C(CC1)=O)C(C1=CC=C(C=C1)C)=O (3-(4-Methyl-benzoyl)-4-oxo-piperidine-1-carboxylic acid tert-butyl ester), FC(C(=O)O)(F)F.N1(CCCC1)C(=N)N (pyrrolidine-1-carboxamidine trifluoroacetate), CC(C)([O-])C.[Na+] (sodium tert-butoxide). Run in O (H2O), CC(C)(C)O (t-BuOH). Yields the product C(C)(C)(C)OC(=O)N1CC2=C(N=C(N=C2C2=CC=C(C=C2)C)N2CCCC2)CC1 (2-Pyrrolidin-1-yl-4-p-tolyl-7,8-dihydro-5H-pyrido[4,3-d]pyrimidine-6-carboxylic acid tert-butyl ester). Isolated yield 36.7%. Reaction SMILES: [C:1]([O:5][C:6]([N:8]1[CH2:13][CH2:12][C:11](=O)[CH:10]([C:15](=O)[C:16]2[CH:21]=[CH:20][C:19]([CH3:22])=[CH:18][CH:17]=2)[CH2:9]1)=[O:7])([CH3:4])([CH3:3])[CH3:2].FC(F)(F)C(O)=O.[N:31]1([C:36]([NH2:38])=[NH:37])[CH2:35][CH2:34][CH2:33][CH2:32]1.CC(C)([O-])C.[Na+]>CC(O)(C)C.O>[C:1]([O:5][C:6]([N:8]1[CH2:13][CH2:12][C:11]2[N:37]=[C:36]([N:31]3[CH2:35][CH2:34][CH2:33][CH2:32]3)[N:38]=[C:15]([C:16]3[CH:21]=[CH:20][C:19]([CH3:22])=[CH:18][CH:17]=3)[C:10]=2[CH2:9]1)=[O:7])([CH3:4])([CH3:3])[CH3:2] |f:1.2,3.4|. Reported procedure: To a mixture of 3-(4-Methyl-benzoyl)-4-oxo-piperidine-1-carboxylic acid tert-butyl ester (0.24 g, 0.74 mmol) and pyrrolidine-1-carboxamidine trifluoroacetate (0.14 g, 0.58 mmol) in t-BuOH (7.5 mL) was added sodium tert-butoxide (0.10 g, 1.1 mmol). The mixture was heated at reflux for 2 h, then cooled to rt, diluted with H2O and extracted with CH2Cl2 (2×). The combined organic extracts were dried and concentrated. The residue was purified by FCC to give the title compound (0.084 g, 29%) as a clea...